Dataset: the Open Reaction Database (ORD), a public repository of structured organic reaction records. Task: describe an organic reaction: reactants, conditions, products, and yield Reactants: [Li] (lithium), C(C)[C@]1(N([C@@H]([C@@H](OC1=O)C1=CC=CC=C1)C1=CC=CC=C1)C(=O)OC(C)(C)C)CCCCB1OC(C(O1)(C)C)(C)C ((3S,5R,6S)-tert-butyl 3-ethyl-2-oxo-5,6-diphenyl-3-(4-(4,4,5,5-tetramethyl-1,3,2-dioxaborolan-2-yl)butyl)morpholine-4-carboxylate), C(=O)=O (CO2), N (ammonia). Solvent: C1CCOC1 (THF), CC#N (CH3CN). Conditions: temperature -78 celsius, time 1 hour. The product is C(C)(C)(C)OC(=O)N[C@](C(=O)OC)(CCCCB1OC(C(O1)(C)C)(C)C)CC ((S)-methyl 2-(tert-butoxycarbonylamino)-2-ethyl-6-(4,4,5,5-tetramethyl-1,3,2-dioxaborolan-2-yl)hexanoate). Yield: 70.2%. RXN SMILES: [CH2:1]([C@:3]1([CH2:29][CH2:30][CH2:31][CH2:32][B:33]2[O:37][C:36]([CH3:39])([CH3:38])[C:35]([CH3:41])([CH3:40])[O:34]2)[C:8](=[O:9])[O:7][C@@H:6](C2C=CC=CC=2)[C@@H](C2C=CC=CC=2)[N:4]1[C:22]([O:24][C:25]([CH3:28])([CH3:27])[CH3:26])=[O:23])[CH3:2].C(=O)=O.N.[Li]>CC#N.C1COCC1>[C:25]([O:24][C:22]([NH:4][C@@:3]([CH2:1][CH3:2])([CH2:29][CH2:30][CH2:31][CH2:32][B:33]1[O:34][C:35]([CH3:41])([CH3:40])[C:36]([CH3:39])([CH3:38])[O:37]1)[C:8]([O:7][CH3:6])=[O:9])=[O:23])([CH3:28])([CH3:27])[CH3:26] |^1:45|. Procedure: A three-necked round-bottomed flask equipped with nitrogen inlet tube and dry ice condenser was charged with (3S,5R,6S)-tert-butyl 3-ethyl-2-oxo-5,6-diphenyl-3-(4-(4,4,5,5-tetramethyl-1,3,2-dioxaborolan-2-yl)butyl)morpholine-4-carboxylate (0.57 g, 1.01 mmol) and THF (1 mL). After cooling the condenser to −78° C. and the flask to −45° C. (CO2 (s), CH3CN), ammonia (50 mL) was condensed into the flask. Once complete, lithium metal (0.07 g, 10 mmol, small pieces) was carefully added over 10 min. Aft...